From a dataset of the Open Reaction Database (ORD), a public repository of structured organic reaction records. describe an organic reaction: reactants, conditions, products, and yield Reactants: [Al+3], C1CCOC1, O=C(Cl)c1sc2cccc(F)c2c1Cl, [H-], [H-], [H-], [H-], [Li+]. Yields the product OCc1sc2cccc(F)c2c1Cl. As a reaction SMILES: [Al+3:16].[CH2:21]1[O:22][CH2:23][CH2:24][CH2:25]1.[Cl:1][c:2]1[c:3]2[c:4]([s:5][c:6]1[C:7](=[O:8])[Cl:9])[cH:10][cH:11][cH:12][c:13]2[F:14].[H-:15].[H-:18].[H-:19].[H-:20].[Li+:17]>>[Cl:1][c:2]1[c:3]2[c:4]([s:5][c:6]1[CH2:7][OH:8])[cH:10][cH:11][cH:12][c:13]2[F:14]. The reactants are COC(=O)CC(Br)C(C)=O, [N-]=[N+]=[N-], [Na+], CN(C)C=O, O. Product: COC(=O)CC(N=[N+]=[N-])C(C)=O. RXN SMILES: [CH3:1][O:2][C:3]([CH2:4][CH:5]([C:6]([CH3:7])=[O:8])[Br:9])=[O:10].[N-:12]=[N+:13]=[N-:14].[Na+:11].[O:15]=[CH:16][N:17]([CH3:18])[CH3:19].[OH2:20]>>[CH3:1][O:2][C:3]([CH2:4][CH:5]([C:6]([CH3:7])=[O:8])[N:12]=[N+:13]=[N-:14])=[O:10]. Reactants: Cl (hydrochloric acid), ClC1=NC=CC(=C1)C#N (2-chloro -4-cyanopyridine), C[Mg]Br (methyl magnesium bromide), CCOCC (ether), CCOCC (ether). Run at time 20 hour. The product is ClC1=NC=CC(=C1)C(C)=O (2-Chloro-4-acetylpyridine). As a reaction SMILES: [Cl:1][C:2]1[CH:7]=[C:6](C#N)[CH:5]=[CH:4][N:3]=1.C[Mg]Br.Cl.CC[O:16][CH2:17][CH3:18]>>[Cl:1][C:2]1[CH:7]=[C:6]([C:17](=[O:16])[CH3:18])[CH:5]=[CH:4][N:3]=1. Procedure details: To a solution of 20.4 g of 2-chloro -4-cyanopyridine in 290 ml of anhydrous ether at room temperature, 100 ml of 3.0 M methyl magnesium bromide in ether was slowly added under nitrogen. The mixture was stirred for 20 hours and then slowly poured onto cold aqueous hydrochloric acid. The layers were separated and the aqueous layer further extracted with ether. The combined organic layers were washed with saturated sodium chloride solution and then dried with anhydrous magnesium sulfate. The soluti... Reactants: OC1=C(N(S(C2=C1C=CC=C2)(=O)=O)C)C(=O)OC (methyl 4-hydroxy-2-methyl-2H-1,2-benzothiazine-3-carboxylate 1,1-dioxide), NC=1C(C=C(C=CC1)C)=O (2-amino-6-methyl-2,4,6-cycloheptatrien-1-one). Solvent: C=1(C(=CC=CC1)C)C (xylene). Conditions: time 2 day. The product is OC1=C(N(S(C2=C1C=CC=C2)(=O)=O)C)C(=O)NC=2C(C=C(C=CC2)C)=O (4-hydroxy-2-methyl-N-(6-methyl-1-oxo-2,4,6-cycloheptatrien-2-yl)-2H-1,2-benzothiazine-3-carboxamide 1,1-dioxide). The yield is 48.2%. Reaction SMILES: [OH:1][C:2]1[C:7]2[CH:8]=[CH:9][CH:10]=[CH:11][C:6]=2[S:5](=[O:13])(=[O:12])[N:4]([CH3:14])[C:3]=1[C:15]([O:17]C)=O.[NH2:19][C:20]1[C:21](=[O:28])[CH:22]=[C:23]([CH3:27])[CH:24]=[CH:25][CH:26]=1>C1(C)C(C)=CC=CC=1>[OH:1][C:2]1[C:7]2[CH:8]=[CH:9][CH:10]=[CH:11][C:6]=2[S:5](=[O:12])(=[O:13])[N:4]([CH3:14])[C:3]=1[C:15]([NH:19][C:20]1[C:21](=[O:28])[CH:22]=[C:23]([CH3:27])[CH:24]=[CH:25][CH:26]=1)=[O:17]. Reported procedure: A solution of methyl 4-hydroxy-2-methyl-2H-1,2-benzothiazine-3-carboxylate 1,1-dioxide (1.2 g) and 2-amino-6-methyl-2,4,6-cycloheptatrien-1-one (0.7 g) in xylene (21 ml) is refluxed for 8 hours. The reaction mixture is then allowed to stand at room temperature for 2 days. The crystals that have separated out are collected by filtration, washed with toluene and recrystallized from dimethylformamide to give 4-hydroxy-2-methyl-N-(6-methyl-1-oxo-2,4,6-cycloheptatrien-2-yl)-2H-1,2-benzothiazine-3-car... Reaction SMILES: CO[C:3]1[CH:8]=[CH:7][CH:6]=[C:5]([CH2:9][CH2:10][CH2:11][CH2:12][CH2:13][CH2:14][CH2:15][CH2:16][CH3:17])[CH:4]=1.[Br:18]N1C(=O)CCC1=O.CN([CH:29]=[O:30])C>>[Br:18][CH:9]([C:5]1[CH:4]=[CH:3][CH:8]=[CH:7][CH:6]=1)[CH:10]([O:30][CH3:29])[CH2:11][CH2:12][CH2:13][CH2:14][CH2:15][CH2:16][CH3:17]. The product is BrC(C(CCCCCCC)OC)C1=CC=CC=C1 (1-Bromo-2-methoxy-nonyl benzene). Procedure details: A solution of 1-methoxy-3-nonyl benzene (7.5 g; 32 mmol) in DMF (60 mL) was cooled to −10° C. and N-bromosuccinimide (5.42 g; 30 mmol) was added under stirring over 30 minutes. The MeOH/ice bath was removed after 1 hour and the reaction mixture was left overnight with stirring. The reaction mixture was poured onto H2O (100 mL) and 10 M NaOH (aq) was added. The alkaline slurry was extracted with EtOAc (2×) and the combined organic fractions washed with 1 M NaOH (aq.; 2×), dried (MgSO4), filtered ... Conditions: time 30 minute. Starting materials: COC1=CC(=CC=C1)CCCCCCCCC (1-methoxy-3-nonyl benzene), CN(C)C=O (DMF), BrN1C(CCC1=O)=O (N-bromosuccinimide). The reactants are C(C)(=O)SCCC(NCCNC(C)=O)=O (S-{2-[N-(2-acetylaminoethyl)carbamoyl]ethyl} thioacetate), ClCCSC1OCCCC1 (2-(2-chloroethylthio)tetrahydropyran), [OH-].[K+] (potassium hydroxide), CO (methanol). Solvent: O (water). Run at temperature 75 celsius. Yields the product C(C)(=O)NCCNC(CCSCCSC1OCCCC1)=O (N-(2-acetylaminoethyl)-3-[2-(tetrahydropyran-2-ylthio)ethylthi o]propionamide), solid. As a reaction SMILES: [C:1]([S:4][CH2:5][CH2:6][C:7](=[O:15])[NH:8][CH2:9][CH2:10][NH:11][C:12](=[O:14])[CH3:13])(=O)[CH3:2].ClCC[S:19][CH:20]1[CH2:25][CH2:24][CH2:23][CH2:22][O:21]1.[OH-].[K+].CO>O>[C:12]([NH:11][CH2:10][CH2:9][NH:8][C:7](=[O:15])[CH2:6][CH2:5][S:4][CH2:1][CH2:2][S:19][CH:20]1[CH2:25][CH2:24][CH2:23][CH2:22][O:21]1)(=[O:14])[CH3:13] |f:2.3|. Procedure details: A quantity of the S-{2-[N-(2-acetylaminoethyl)carbamoyl]ethyl} thioacetate, prepared above, (3.2 g, 23 mmol), 2-(2-chloroethylthio)tetrahydropyran (2 g, 11 mmol), potassium hydroxide (2.5 g, 44 mmol), methanol (10 cm3) and water (5 cm3) were mixed together and heated at 75° C. for 30 min. The mixture was allowed to cool and then partitioned between chloroform (50 cm3) and water (50 cm3). The organic layer was separated and the aqueous layer extracted with a further portion of chloroform. The com... The reactants are bistriphenylphosphine, CN(C)C=O (DMF), CC1(OB(OC1(C)C)C=1C=NN(C1)C1CCN(CC1)C(=O)OC(C)(C)C)C (tert-butyl 4-[4-(4,4,5,5-tetramethyl-1,3,2-dioxaborolan-2-yl)pyrazol-1-yl]-piperidine-1-carboxylate), O.O.O.P(=O)([O-])([O-])[O-].[K+].[K+].[K+] (tripotassium phosphate trihydrate), BrC1=CN=C(O1)C=1C=C(CN2N=C(C=CC2=O)C2=CC(=CC(=C2)F)F)C=CC1 (2-[3-(5-bromooxazol-2-yl)benzyl]-6-(3,5-difluorophenyl)-2H-pyridazin-3-one). Reagents/catalysts: C(C)N(CC)CC (triethylamine), [Pd](Cl)Cl (palladium(II) chloride). Run in C1CCOC1 (THF), COCCOC (1,2-dimethoxyethane). Conditions: temperature 80 celsius, time 18 hour. Yields the product FC=1C=C(C=C(C1)F)C1=NN(C(C=C1)=O)CC=1C=C(C=CC1)C=1OC(=CN1)C=1C=NN(C1)C1CCN(CC1)C(=O)OC(C)(C)C (tert-butyl 4-[4-(2-{3-[3-(3,5-difluorophenyl)-6-oxo-6H-pyridazin-1-ylmethyl]phenyl}oxazol-5-yl)pyrazol-1-yl]piperidine-1-carboxylate). As a reaction SMILES: CN(C=O)C.Br[C:7]1[O:11][C:10]([C:12]2[CH:13]=[C:14]([CH:31]=[CH:32][CH:33]=2)[CH2:15][N:16]2[C:21](=[O:22])[CH:20]=[CH:19][C:18]([C:23]3[CH:28]=[C:27]([F:29])[CH:26]=[C:25]([F:30])[CH:24]=3)=[N:17]2)=[N:9][CH:8]=1.CC1(C)C(C)(C)OB([C:42]2[CH:43]=[N:44][N:45]([CH:47]3[CH2:52][CH2:51][N:50]([C:53]([O:55][C:56]([CH3:59])([CH3:58])[CH3:57])=[O:54])[CH2:49][CH2:48]3)[CH:46]=2)O1.O.O.O.P([O-])([O-])([O-])=O.[K+].[K+].[K+]>C(N(CC)CC)C.COCCOC.C1COCC1.[Pd](Cl)Cl>[F:30][C:25]1[CH:24]=[C:23]([C:18]2[CH:19]=[CH:20][C:21](=[O:22])[N:16]([CH2:15][C:14]3[CH:13]=[C:12]([C:10]4[O:11][C:7]([C:42]5[CH:43]=[N:44][N:45]([CH:47]6[CH2:48][CH2:49][N:50]([C:53]([O:55][C:56]([CH3:59])([CH3:58])[CH3:57])=[O:54])[CH2:51][CH2:52]6)[CH:46]=5)=[CH:8][N:9]=4)[CH:33]=[CH:32][CH:31]=3)[N:17]=2)[CH:28]=[C:27]([F:29])[CH:26]=1 |f:3.4.5.6.7.8.9|. Procedure details: 21 mg (0.029 mmol) of bistriphenylphosphine)palladium(II) chloride, one drop of triethylamine and 200 μl of DMF are added to a suspension, kept under nitrogen, of 131 mg (0.294 mmol) of 2-[3-(5-bromooxazol-2-yl)benzyl]-6-(3,5-difluorophenyl)-2H-pyridazin-3-one, 144 mg (0.382 mmol) of tert-butyl 4-[4-(4,4,5,5-tetramethyl-1,3,2-dioxaborolan-2-yl)pyrazol-1-yl]-piperidine-1-carboxylate and 135 mg (0.382 mmol) of tripotassium phosphate trihydrate in 1.2 ml of 1,2-dimethoxyethane, and the mixture is s...